From a dataset of the Open Reaction Database (ORD), a public repository of structured organic reaction records. describe an organic reaction: reactants, conditions, products, and yield The reactants are [Al+3], CC(F)(F)c1cccc(C#N)c1, [H-], [H-], [H-], [H-], [Li+], [Na+], [OH-], O. The product is CC(F)(F)c1cccc(CO)c1. Reaction SMILES: [Al+3:2].[F:7][C:8]([CH3:9])([F:10])[c:11]1[cH:12][c:13]([C:14]#[N:15])[cH:16][cH:17][cH:18]1.[H-:1].[H-:4].[H-:5].[H-:6].[Li+:3].[Na+:20].[OH-:19].[OH2:21]>>[F:7][C:8]([CH3:9])([F:10])[c:11]1[cH:12][c:13]([CH2:14][OH:19])[cH:16][cH:17][cH:18]1. The solvent is O1CCCC1 (tetrahydrofuran), [Cl-].[NH4+] (ammonium chloride), O1CCCC1 (tetrahydrofuran). Run at time 15 minute. Reported procedure: 0.37 ml of n-butyllithium (1.6 M) was added to a solution of 88 μl diisopropylamine in 1 ml tetrahydrofuran at about 0° C. After about 15 min, 200 mg (S)-5-biphenyl-4-ylmethyl-1-(2,2-dimethylpropionyl)pyrrolidin-2-one (1-a, R1=pivaloyl) of example 4 dissolved in 2 ml tetrahydrofuran were added. After about 15 min, 59 μl dimethylsulphate were added. After about 2 hours at about 0° C., the mixture was diluted with ammonium chloride solution, extracted with ethyl acetate and concentrated to dryness... Starting materials: C1(=CC=C(C=C1)C[C@@H]1CCC(N1C(C(C)(C)C)=O)=O)C1=CC=CC=C1 ((S)-5-biphenyl-4-ylmethyl-1-(2,2-dimethylpropionyl)pyrrolidin-2-one), COS(=O)(=O)OC (dimethylsulphate), C(CCC)[Li] (n-butyllithium), C(C)(C)NC(C)C (diisopropylamine). Product: C1(=CC=C(C=C1)C[C@@H]1C[C@H](C(N1C(C(C)(C)C)=O)=O)C)C1=CC=CC=C1 ((3R,5S)-5-biphenyl-4-ylmethyl-1-(2,2-dimethylpropionyl)-3-methylpyrrolidin-2-one). Reaction SMILES: [CH2:1]([Li])CCC.C(NC(C)C)(C)C.[C:13]1([C:32]2[CH:37]=[CH:36][CH:35]=[CH:34][CH:33]=2)[CH:18]=[CH:17][C:16]([CH2:19][C@H:20]2[N:24]([C:25](=[O:30])[C:26]([CH3:29])([CH3:28])[CH3:27])[C:23](=[O:31])[CH2:22][CH2:21]2)=[CH:15][CH:14]=1.COS(OC)(=O)=O>O1CCCC1.[Cl-].[NH4+]>[C:13]1([C:32]2[CH:33]=[CH:34][CH:35]=[CH:36][CH:37]=2)[CH:14]=[CH:15][C:16]([CH2:19][C@H:20]2[N:24]([C:25](=[O:30])[C:26]([CH3:28])([CH3:29])[CH3:27])[C:23](=[O:31])[C@H:22]([CH3:1])[CH2:21]2)=[CH:17][CH:18]=1 |f:5.6|. Reactants: CC(=O)O, CCOC(C)=O, ClC(Cl)Cl, NNC(=O)c1c(C(F)(F)F)cc(C(F)(F)F)nc1N, [Na+], [OH-], O, O=S(=O)(Cl)c1ccccc1. Product: Nc1nc(C(F)(F)F)cc(C(F)(F)F)c1C(=O)NNS(=O)(=O)c1ccccc1. As a reaction SMILES: [CH3:30][C:31](=[O:32])[OH:33].[CH3:41][CH2:42][O:43][C:44](=[O:45])[CH3:46].[CH:34]([Cl:35])([Cl:36])[Cl:37].[NH2:1][c:2]1[c:3]([C:4](=[O:5])[NH:6][NH2:7])[c:8]([C:16]([F:17])([F:18])[F:19])[cH:9][c:10]([C:12]([F:13])([F:14])[F:15])[n:11]1.[Na+:39].[OH-:38].[OH2:40].[c:20]1([S:26](=[O:27])(=[O:28])[Cl:29])[cH:21][cH:22][cH:23][cH:24][cH:25]1>>[NH2:1][c:2]1[c:3]([C:4](=[O:5])[NH:6][NH:7][S:26]([c:20]2[cH:21][cH:22][cH:23][cH:24][cH:25]2)(=[O:27])=[O:28])[c:8]([C:16]([F:17])([F:18])[F:19])[cH:9][c:10]([C:12]([F:13])([F:14])[F:15])[n:11]1. Reactants: [N+](=O)([O-])C1=CC=C(C(=O)N2C(CCCCC2)=O)C=C1 (N-(4-nitrobenzoyl)caprolactam), ClC=1C=C(C(=O)Cl)C=CC1 (3-chlorobenzoyl chloride). Product: ClC=1C=C(C(=O)N2C(CCCCC2)=O)C=CC1 (N-(3-chlorobenzoyl)caprolactam). As a reaction SMILES: [N+]([C:4]1[CH:19]=[CH:18][C:7]([C:8]([N:10]2[CH2:16][CH2:15][CH2:14][CH2:13][CH2:12][C:11]2=[O:17])=[O:9])=[CH:6][CH:5]=1)([O-])=O.[Cl:20]C1C=C(C=CC=1)C(Cl)=O>>[Cl:20][C:5]1[CH:6]=[C:7]([CH:18]=[CH:19][CH:4]=1)[C:8]([N:10]1[CH2:16][CH2:15][CH2:14][CH2:13][CH2:12][C:11]1=[O:17])=[O:9]. Reported procedure: Synthesized as for N-(4-nitrobenzoyl)caprolactam (Example XXIII using 3-chlorobenzoyl chloride (Aldrich) in place of 4-nitrobenzoyl chloride. Starting materials: CN(C)N, COc1cccc2c1CCCC2=O, [Cl-], [Na+]. Product: COc1cccc2c1CCCC2=NN(C)C. RXN SMILES: [CH3:14][N:15]([NH2:16])[CH3:17].[CH3:1][O:2][c:3]1[c:4]2[c:9]([cH:10][cH:11][cH:12]1)[C:8](=[O:13])[CH2:7][CH2:6][CH2:5]2.[Cl-:19].[Na+:18]>>[CH3:1][O:2][c:3]1[c:4]2[c:9]([cH:10][cH:11][cH:12]1)[C:8](=[N:16][N:15]([CH3:14])[CH3:17])[CH2:7][CH2:6][CH2:5]2.